This data is from the Open Reaction Database (ORD), a public repository of structured organic reaction records. The task is: describe an organic reaction: reactants, conditions, products, and yield Reaction SMILES: [CH3:1][O:2][C:3]([C:5]1[C:6]2[N:14]([CH3:15])[CH:13]=[CH:12][C:7]=2[C:8](=O)[NH:9][CH:10]=1)=[O:4].P(Cl)([Cl:25])(OC1C=CC=CC=1)=O>>[CH3:1][O:2][C:3]([C:5]1[C:6]2[N:14]([CH3:15])[CH:13]=[CH:12][C:7]=2[C:8]([Cl:25])=[N:9][CH:10]=1)=[O:4]. Procedure details: 1-Methyl-4-oxo-4,5-dihydro-1H-pyrrolo[3,2-c]pyridine-7-carboxylic acid methyl ester (1.25 g) and phenyl dichlorophosphate (12 ml) were heated at 180° C. under argon for 30 minutes. The reaction was allowed to cool at which point a precipitate formed. This was filtered off and washed with diethyl ether to yield the title compound as a grey solid (1.2 g). Yields the product COC(=O)C=1C2=C(C(=NC1)Cl)C=CN2C (4-Chloro-1-methyl-1H-pyrrolo[3,2-c]pyridine-7-carboxylic acid methyl ester). The reactants are COC(=O)C=1C2=C(C(NC1)=O)C=CN2C (1-Methyl-4-oxo-4,5-dihydro-1H-pyrrolo[3,2-c]pyridine-7-carboxylic acid methyl ester), P(=O)(OC1=CC=CC=C1)(Cl)Cl (phenyl dichlorophosphate). Reactants: CCC(C)(C)O, Cc1ccccc1, ClCc1cccc2ccccc12, [I-], [Na+], [Na+], [OH-], c1ccc2c(Cn3nccn3)cccc2c1, c1c[nH]nn1. Product: c1ccc2c(Cn3ccnn3)cccc2c1. Reaction SMILES: [C:38]([OH:39])([CH2:40][CH3:41])([CH3:42])[CH3:43].[CH3:44][c:45]1[cH:46][cH:47][cH:48][cH:49][cH:50]1.[Cl:10][CH2:11][c:12]1[cH:13][cH:14][cH:15][c:16]2[cH:17][cH:18][cH:19][cH:20][c:21]12.[I-:7].[Na+:6].[Na+:9].[OH-:8].[c:22]1([CH2:23][n:24]2[n:25][cH:26][cH:27][n:28]2)[c:29]2[c:30]([cH:31][cH:32][cH:33][cH:34]2)[cH:35][cH:36][cH:37]1.[nH:1]1[n:2][n:3][cH:4][cH:5]1>>[n:1]1([CH2:11][c:12]2[cH:13][cH:14][cH:15][c:16]3[cH:17][cH:18][cH:19][cH:20][c:21]23)[n:2][n:3][cH:4][cH:5]1. Starting materials: BrCCOC (1-bromo-2-methoxy-ethane), [H-].[Na+] (sodium hydride), oil, [N+](=O)([O-])C1=NNC=C1 (3-Nitro-1H-pyrazole). Solvent: CN(C=O)C (N,N-dimethylformamide), C(C)(=O)OCC (ethyl acetate). Product: COCCN1N=C(C=C1)[N+](=O)[O-] (1-(2-methoxy-ethyl)-3-nitro-1H-pyrazole). The yield is 84.7%. RXN SMILES: [N+:1]([C:4]1[CH:8]=[CH:7][NH:6][N:5]=1)([O-:3])=[O:2].[H-].[Na+].Br[CH2:12][CH2:13][O:14][CH3:15]>CN(C)C=O.C(OCC)(=O)C>[CH3:15][O:14][CH2:13][CH2:12][N:6]1[CH:7]=[CH:8][C:4]([N+:1]([O-:3])=[O:2])=[N:5]1 |f:1.2|. Procedure details: 3-Nitro-1H-pyrazole (prepared in example 3, 300 mg, 2.65 mmol) was dissolved in anhydrous N,N-dimethylformamide (6.6 mL) and a 60% dispersion of sodium hydride in mineral oil (106 mg, 2.66 mmol) was added while stirring under nitrogen. After the effervescence ceased and the reaction stirred for an additional 10 min, 1-bromo-2-methoxy-ethane (250 μL, 2.66 mmol) was added. The reaction continued to stir under nitrogen for 16 h. The solution was diluted with ethyl acetate (100 mL), washed with 1.0 ... The solvent is S(O)(O)(=O)=O (sulfuric acid), S(O)(O)(=O)=O (sulfuric acid). Procedure: 4'-Acetamino-2-cyanobiphenyl (0.265 moles, 62.47 g.) was added at -15° to -20° C. to 600 ml of concentrated sulfuric acid. While maintaining the temperature below -15° C., nitric acid (0.278 moles, 17.5 g of 90%) in 200 ml of concentrated sulfuric acid was added dropwise. The reaction was stirred for 30 minutes following the addition and then for 3 hours at room temperature. The reaction was poured onto ice with vigorous stirring. The precipitate was filtered and dried. The solid was stirred in ... Yields the product C(#N)C1=C(C=CC=C1)C1=C(C=C(N)C=C1)[N+](=O)[O-] (4-(2-Cyanophenyl)-3-nitroaniline). Reaction conditions: time 30 minute. Reactants: [N+](=O)(O)[O-] (nitric acid), N(C(=O)C)C1=CC=C(C=C1)C1=C(C=CC=C1)C#N (4'-Acetamino-2-cyanobiphenyl). Reaction SMILES: [NH:1]([C:5]1[CH:10]=[CH:9][C:8]([C:11]2[CH:16]=[CH:15][CH:14]=[CH:13][C:12]=2[C:17]#[N:18])=[CH:7][CH:6]=1)C(C)=O.[N+:19]([O-])([OH:21])=[O:20]>S(=O)(=O)(O)O>[C:17]([C:12]1[CH:13]=[CH:14][CH:15]=[CH:16][C:11]=1[C:8]1[CH:9]=[CH:10][C:5]([NH2:1])=[CH:6][C:7]=1[N+:19]([O-:21])=[O:20])#[N:18]. The yield is 94.6%. The reactants are [H-].[Al+3].[Li+].[H-].[H-].[H-] (lithium aluminum hydride), [OH-].[Na+] (sodium hydroxide), C(#N)CC=C1C2=C(C=CC3=C1C=CC=C3)C=CC=C2 (5-(2-cyanoethylidene)-5H-dibenzo[a,d]cycloheptene), O1CCCC1 (tetrahydrofuran). Run in O (water), O (water). Yields the product NCCC=C1C2=C(C=CC3=C1C=CC=C3)C=CC=C2 (5-(3-aminopropylidene)-5H-dibenzo[a,d]cycloheptene). RXN SMILES: [H-].[Al+3].[Li+].[H-].[H-].[H-].[C:7]([CH2:9][CH:10]=[C:11]1[C:17]2[CH:18]=[CH:19][CH:20]=[CH:21][C:16]=2[CH:15]=[CH:14][C:13]2[CH:22]=[CH:23][CH:24]=[CH:25][C:12]1=2)#[N:8].O1CCCC1.[OH-].[Na+]>O>[NH2:8][CH2:7][CH2:9][CH:10]=[C:11]1[C:12]2[CH:25]=[CH:24][CH:23]=[CH:22][C:13]=2[CH:14]=[CH:15][C:16]2[CH:21]=[CH:20][CH:19]=[CH:18][C:17]1=2 |f:0.1.2.3.4.5,8.9|. Reported procedure: In a system protected by a drying tube and in which a nitrogen atmosphere is maintained, lithium aluminum hydride (380 mg., 0.01 mole) is suspended in 15 ml. of dry, peroxide-free tetrahydrofuran. The mixture is stirred and heated to refluxing for 4 hours. After cooling in an ice-bath, the mixture is stirred while a solution of 5-(2-cyanoethylidene)-5H-dibenzo[a,d]cycloheptene (1.21 g., 0.005 mole) in 20 ml. of tetrahydrofuran is added dropwise over 20 minutes. The deep red solution is stirred f... As a reaction SMILES: [C:8]([O:9][C:10](=[O:11])[NH:14][CH:15]1[CH2:16][c:17]2[cH:18][cH:19][c:20]([CH:25]=[CH2:26])[cH:21][c:22]2[CH2:23][CH2:24]1)([CH3:12])([CH3:13])[CH3:27].[Cl:28][CH2:29][Cl:30].[F:1][C:2]([F:3])([F:4])[C:5]([OH:6])=[O:7]>>[NH2:14][CH:15]1[CH2:16][c:17]2[cH:18][cH:19][c:20]([CH:25]=[CH2:26])[cH:21][c:22]2[CH2:23][CH2:24]1. Starting materials: C=Cc1ccc2c(c1)CCC(NC(=O)OC(C)(C)C)C2, ClCCl, O=C(O)C(F)(F)F. Yields the product C=Cc1ccc2c(c1)CCC(N)C2.